From a dataset of the Open Reaction Database (ORD), a public repository of structured organic reaction records. describe an organic reaction: reactants, conditions, products, and yield The reactants are C(C)(C)(C)O[K] (tBuOK), C(C)(C)(C)OC(=O)N1CC(C(CC1)O)C(F)(F)F (4-hydroxy-3-trifluoromethyl-piperidine-1-carboxylic acid tert-butyl ester), FC1=C(C=O)C=CC=C1 (2-fluoro-benzaldehyde). Solvent: O (water), O1CCOCC1 (1,4-dioxane). Conditions: temperature 50 celsius, time 15 minute. Yields the product C(C)(C)(C)OC(=O)N1CC(C(CC1)OC1=C(C=CC=C1)C=O)C(F)(F)F (4-(2-formyl-phenoxy)-3-trifluoromethyl-piperidine-1-carboxylic acid tert-butyl ester). Isolated yield 59.8%. Reaction SMILES: C(O[K])(C)(C)C.[C:7]([O:11][C:12]([N:14]1[CH2:19][CH2:18][CH:17]([OH:20])[CH:16]([C:21]([F:24])([F:23])[F:22])[CH2:15]1)=[O:13])([CH3:10])([CH3:9])[CH3:8].F[C:26]1[CH:33]=[CH:32][CH:31]=[CH:30][C:27]=1[CH:28]=[O:29]>O1CCOCC1.O>[C:7]([O:11][C:12]([N:14]1[CH2:19][CH2:18][CH:17]([O:20][C:26]2[CH:33]=[CH:32][CH:31]=[CH:30][C:27]=2[CH:28]=[O:29])[CH:16]([C:21]([F:24])([F:22])[F:23])[CH2:15]1)=[O:13])([CH3:10])([CH3:8])[CH3:9]. Procedure: tBuOK (136 mg; 1.21 mmol; 1.5 eq.) was added to a solution of 4-hydroxy-3-trifluoromethyl-piperidine-1-carboxylic acid tert-butyl ester (239 mg; 0.89 mmol; 1.1 eq.) in 1,4-dioxane (10 mL) and the reaction mixture was stirred at 50° C. for 15 minutes. After cooling down to room temperature, 2-fluoro-benzaldehyde (100 mg; 0.81 mmol; 1 eq.) was added and the reaction was stirred at 50° C. for 30 minutes. The solution was diluted with water and extracted with EA (3×). The combined organics were drie... The reactants are C(C)OC(C[C@H]1CCCC=2C3=CC(=CC(=C3N(C12)[C@@H](C)C1=CC=C(C=C1)Cl)S(=O)(=O)C)F)=O (ethyl[(1R)-9-[(1S)-1-(4-chlorophenyl)ethyl]-6-fluoro-8-(methylsulfonyl)-2,3,4,9-tetrahydro-1H-carbazol-1-yl]acetate), C1CCOC1 (THF), CO (methanol), [Li+].[OH-] (LiOH). The solvent is CC(=O)O (AcOH). Conditions: time 2 hour. The product is COC(C[C@H]1CCCC=2C3=CC(=CC(=C3NC12)S(=O)(=O)C)F)=O (methyl[(1R)-6-fluoro-8-(methylsulfonyl)-2,3,4,9-tetrahydro-1H-carbazol-1-yl]acetate). Reaction SMILES: [CH2:1]([O:3][C:4](=[O:33])[CH2:5][C@@H:6]1[C:18]2[N:17]([C@H](C3C=CC(Cl)=CC=3)C)[C:16]3[C:11](=[CH:12][C:13]([F:32])=[CH:14][C:15]=3[S:28]([CH3:31])(=[O:30])=[O:29])[C:10]=2[CH2:9][CH2:8][CH2:7]1)C.C1COCC1.CO.[Li+].[OH-]>CC(O)=O>[CH3:1][O:3][C:4](=[O:33])[CH2:5][C@@H:6]1[C:18]2[NH:17][C:16]3[C:11](=[CH:12][C:13]([F:32])=[CH:14][C:15]=3[S:28]([CH3:31])(=[O:30])=[O:29])[C:10]=2[CH2:9][CH2:8][CH2:7]1 |f:3.4|. Procedure: To a solution of the compound of Step 5 in a 2:1 mixture of THF and methanol (0.1M) was added 1N aqueous LiOH (3 eq). The mixture was stirred at room temperature for 2 hr, AcOH was added and the solvent was removed by evaporation. The residue was taken up in EtOAc/H2O and the organic layer was washed with brine, dried over Na2SO4, filtered and concentrated. The residue was swished in 30% EtOAc in hexane, and the product was suspended in diethyl ether and sonicated for 45 min, filtered, and dried... Conditions: time 18 hour. The solvent is C(C)(=O)OCC (ethyl acetate), C1CCOC1 (THF), C1CCOC1 (THF). Reported procedure: Methyl 2,4-dihydroxybenzoate (5.1 g, 30.33 mmol) and triphenylphosphine (9.52 g, 36.3 mmol) were stirred in THF (200 ml) under nitrogen. The mixture was cooled in an ice bath and treated with a solution of 1-Boc-4-hydroxypiperidine (6.8 g, 33.8 mmol) and diethyl azodicarboxylate (5.73 ml, 6.34 g, 36.4 mmol) in THF (100 ml) added dropwise over 30 min. The mixture was stirred at ambient temperature for 18 hours, then diluted with ethyl acetate and washed with 1M NaOH, saturated aqueous sodium bica... Product: OC1=C(C(=O)OC)C=CC(=C1)OC1CCN(CC1)C(=O)OC(C)(C)C (methyl 2-hydroxy-4-(1-Boc-4-piperidyloxy)benzoate). As a reaction SMILES: [OH:1][C:2]1[CH:11]=[C:10]([OH:12])[CH:9]=[CH:8][C:3]=1[C:4]([O:6][CH3:7])=[O:5].C1(P(C2C=CC=CC=2)C2C=CC=CC=2)C=CC=CC=1.[C:32]([N:39]1[CH2:44][CH2:43][CH:42](O)[CH2:41][CH2:40]1)([O:34][C:35]([CH3:38])([CH3:37])[CH3:36])=[O:33].N(C(OCC)=O)=NC(OCC)=O>C1COCC1.C(OCC)(=O)C>[OH:1][C:2]1[CH:11]=[C:10]([O:12][CH:42]2[CH2:43][CH2:44][N:39]([C:32]([O:34][C:35]([CH3:38])([CH3:37])[CH3:36])=[O:33])[CH2:40][CH2:41]2)[CH:9]=[CH:8][C:3]=1[C:4]([O:6][CH3:7])=[O:5]. Reactants: OC1=C(C(=O)OC)C=CC(=C1)O (Methyl 2,4-dihydroxybenzoate), C1(=CC=CC=C1)P(C1=CC=CC=C1)C1=CC=CC=C1 (triphenylphosphine), C(=O)(OC(C)(C)C)N1CCC(CC1)O (1-Boc-4-hydroxypiperidine), N(=NC(=O)OCC)C(=O)OCC (diethyl azodicarboxylate). Reactants: C1(=CC=CC=C1)C1CN(CC1)C(=O)C=1C=NOC1C1=CC=C(C=C1)I (4-[(3-phenylpyrrolidin-1-yl)carbonyl]-5-(4-iodophenyl)isoxazole), [Cu]C#N (copper(I) cyanide). Solvent: CN1C(CCC1)=O (N-methylpyrrolidinone). Run at temperature 150 celsius, time 2 hour. The product is C1(=CC=CC=C1)C1CN(CC1)C(=O)C=1C=NOC1C1=CC=C(C#N)C=C1 (4-{4-[(3-Phenylpyrrolidin-1-yl)carbonyl] isoxazol-5-yl}benzonitrile). Yield: 5.2%. RXN SMILES: [C:1]1([CH:7]2[CH2:11][CH2:10][N:9]([C:12]([C:14]3[CH:15]=[N:16][O:17][C:18]=3[C:19]3[CH:24]=[CH:23][C:22](I)=[CH:21][CH:20]=3)=[O:13])[CH2:8]2)[CH:6]=[CH:5][CH:4]=[CH:3][CH:2]=1.[Cu][C:27]#[N:28]>CN1CCCC1=O>[C:1]1([CH:7]2[CH2:11][CH2:10][N:9]([C:12]([C:14]3[CH:15]=[N:16][O:17][C:18]=3[C:19]3[CH:24]=[CH:23][C:22]([C:27]#[N:28])=[CH:21][CH:20]=3)=[O:13])[CH2:8]2)[CH:6]=[CH:5][CH:4]=[CH:3][CH:2]=1. Procedure: A mixture of 4-[(3-phenylpyrrolidin-1-yl)carbonyl]-5-(4-iodophenyl)isoxazole (125 mg, 0.28 mmol) and copper(I) cyanide (101 mg, 1.13 mmol) in N-methylpyrrolidinone (5 mL) was stirred 150° C. for 2 h. Some material lost on work-up. The residue was purified on reversed phase HPLC to yield the title compound (5 mg). HRMS (ESI, pos. ion) m/z calcd for C21H17N3O2: 343.1321, found 343.1313. Reactants: CC(C)(O)C#CBr, C#Cc1cccc(OC)c1, CC(C)N, CO, Cl[Cu]. Yields the product COc1cccc(C#CC#CC(C)(C)O)c1. RXN SMILES: [Br:11][C:12]#[C:13][C:14]([CH3:15])([CH3:16])[OH:17].[C:1](#[CH:2])[c:3]1[cH:4][c:5]([O:9][CH3:10])[cH:6][cH:7][cH:8]1.[CH3:18][CH:19]([NH2:20])[CH3:21].[CH3:22][OH:23].[Cl:24][Cu:25]>>[C:1](#[C:2][C:12]#[C:13][C:14]([CH3:15])([CH3:16])[OH:17])[c:3]1[cH:4][c:5]([O:9][CH3:10])[cH:6][cH:7][cH:8]1.